Dataset: the Open Reaction Database (ORD), a public repository of structured organic reaction records. Task: describe an organic reaction: reactants, conditions, products, and yield Starting materials: BrC=1C=NC2=CC(=CC=C2C1NCC(C)O)Cl (3-bromo-7-chloro-N-(2-hydroxypropyl)-4-quinolinamine), CC(C)([O-])C.[K+] (potassium t-butoxide). Run in CN(C=O)C (dimethylformamide), O (water). Reaction conditions: time 3 hour. Yields the product ClC=1C=CC=2C3=C(C=NC2C1)OC(CN3)C (8-Chloro-1,2-dihydro-3-methyl-3H-1,4-oxazino[2,3-c]quinoline). Yield: 30.6%. Reaction SMILES: Br[C:2]1[CH:3]=[N:4][C:5]2[C:10]([C:11]=1[NH:12][CH2:13][CH:14]([OH:16])[CH3:15])=[CH:9][CH:8]=[C:7]([Cl:17])[CH:6]=2.CC(C)([O-])C.[K+]>CN(C)C=O.O>[Cl:17][C:7]1[CH:8]=[CH:9][C:10]2[C:11]3[NH:12][CH2:13][CH:14]([CH3:15])[O:16][C:2]=3[CH:3]=[N:4][C:5]=2[CH:6]=1 |f:1.2|. Procedure: A solution of 11 g of 3-bromo-7-chloro-N-(2-hydroxypropyl)-4-quinolinamine in 33 ml of dimethylformamide was stirred and to it was added 4.3 g of potassium t-butoxide. The mixture was stirred at 130°-140° C. for three hours and then allowed to cool to room temperature. The reaction mixture was diluted with water and the organics were extracted into dichloromethane. Washing with water, drying over anhydrous magnesium sulfate and evaporation of solvents resulted in a crude oil which was purified b...